This data is from the Open Reaction Database (ORD), a public repository of structured organic reaction records. The task is: describe an organic reaction: reactants, conditions, products, and yield The reactants are C(C)(=O)C1C(CC(CC1=O)C1=C(C=CC=C1)F)=O (2-acetyl-5-(2-fluoro-phenyl)-cyclohexane-1,3-dione), NC1=NC=2CC(CC(C2C(=N1)C)=O)C1=CC=C(C=C1)F (2-amino-7-(4-fluoro-phenyl)-4-methyl-7,8-dihydro-6H-quinazolin-5-one). The product is NC1=NC=2CC(CC(C2C(=N1)C)=O)C1=C(C=CC=C1)F (2-Amino-7-(2-fluoro-phenyl)-4-methyl-7,8-dihydro-6H-quinazolin-5-one). RXN SMILES: [C:1]([CH:4]1[C:9](=[O:10])[CH2:8][CH:7]([C:11]2[CH:16]=[CH:15][CH:14]=[CH:13][C:12]=2[F:17])[CH2:6][C:5]1=O)(=O)[CH3:2].[NH2:19][C:20]1[N:29]=C(C)C2C(=O)CC(C3C=CC(F)=CC=3)CC=2[N:21]=1>>[NH2:29][C:20]1[N:21]=[C:1]([CH3:2])[C:4]2[C:9](=[O:10])[CH2:8][CH:7]([C:11]3[CH:16]=[CH:15][CH:14]=[CH:13][C:12]=3[F:17])[CH2:6][C:5]=2[N:19]=1. Procedure: The title compound was prepared from 2-acetyl-5-(2-fluoro-phenyl)-cyclohexane-1,3-dione (200 mg, 0.81 mmol), from stage 1, following the procedure describing the synthesis of 2-amino-7-(4-fluoro-phenyl)-4-methyl-7,8-dihydro-6H-quinazolin-5-one (example 3/a stage 2/3) except that the title compound was further purified by recrystallisation in methanol. Product: COC(=O)c1nc(N2CC(=O)N(C)CCS2(=O)=O)c2cccnc2c1O. The reactants are COC(=O)c1nc(Br)c2cccnc2c1O, CN1CCS(=O)(=O)NCC1=O, c1ccncc1. As a reaction SMILES: [Br:1][c:2]1[c:3]2[cH:4][cH:5][cH:6][n:7][c:8]2[c:9]([OH:16])[c:10]([C:12](=[O:13])[O:14][CH3:15])[n:11]1.[CH3:17][N:18]1[C:19](=[O:27])[CH2:20][NH:21][S:22](=[O:25])(=[O:26])[CH2:23][CH2:24]1.[cH:28]1[cH:29][cH:30][n:31][cH:32][cH:33]1>>[c:2]1([N:21]2[CH2:20][C:19](=[O:27])[N:18]([CH3:17])[CH2:24][CH2:23][S:22]2(=[O:25])=[O:26])[c:3]2[cH:4][cH:5][cH:6][n:7][c:8]2[c:9]([OH:16])[c:10]([C:12](=[O:13])[O:14][CH3:15])[n:11]1. Reactants: CCOC(=O)COc1ccc(Sc2cc(O)cc(C#CCc3ccccc3)c2)cc1C, CCCCP(CCCC)CCCC, C1CCOC1, O=C(N=NC(=O)N1CCCCC1)N1CCCCC1, OCCCN1CCOCC1. Yields the product CCOC(=O)COc1ccc(Sc2cc(C#CCc3ccccc3)cc(OCCCN3CCOCC3)c2)cc1C. As a reaction SMILES: [CH2:1]([CH3:2])[O:3][C:4]([CH2:5][O:6][c:7]1[c:8]([CH3:30])[cH:9][c:10]([S:13][c:14]2[cH:15][c:16]([OH:29])[cH:17][c:18]([C:20]#[C:21][CH2:22][c:23]3[cH:24][cH:25][cH:26][cH:27][cH:28]3)[cH:19]2)[cH:11][cH:12]1)=[O:31].[CH2:42]([P:43]([CH2:44][CH2:45][CH2:46][CH3:47])[CH2:48][CH2:49][CH2:50][CH3:51])[CH2:52][CH2:53][CH3:54].[CH2:73]1[O:74][CH2:75][CH2:76][CH2:77]1.[N:55]([C:56]([N:57]1[CH2:58][CH2:59][CH2:60][CH2:61][CH2:62]1)=[O:63])=[N:64][C:65]([N:66]1[CH2:67][CH2:68][CH2:69][CH2:70][CH2:71]1)=[O:72].[O:32]1[CH2:33][CH2:34][N:35]([CH2:38][CH2:39][CH2:40][OH:41])[CH2:36][CH2:37]1>>[CH2:1]([CH3:2])[O:3][C:4]([CH2:5][O:6][c:7]1[c:8]([CH3:30])[cH:9][c:10]([S:13][c:14]2[cH:15][c:16]([O:29][CH2:40][CH2:39][CH2:38][N:35]3[CH2:34][CH2:33][O:32][CH2:37][CH2:36]3)[cH:17][c:18]([C:20]#[C:21][CH2:22][c:23]3[cH:24][cH:25][cH:26][cH:27][cH:28]3)[cH:19]2)[cH:11][cH:12]1)=[O:31]. The reactants are [BH4-].[Na+] (Sodium borohydride), [N+](=O)([O-])C=1C=C(C=O)C=CC1 (m-nitrobenzaldehyde), COC(OC)OC (trimethylorthoformate), NCCCO (3-amino-1-propanol). Run in CO (MeOH). Conditions: time 5 hour. The product is [N+](=O)([O-])C=1C=C(CNCCCO)C=CC1 (N-m-Nitrobenzyl-3-amino-1-propanol). Reaction SMILES: [N+:1]([C:4]1[CH:5]=[C:6]([CH:9]=[CH:10][CH:11]=1)[CH:7]=O)([O-:3])=[O:2].COC(OC)OC.[NH2:19][CH2:20][CH2:21][CH2:22][OH:23].[BH4-].[Na+]>CO>[N+:1]([C:4]1[CH:5]=[C:6]([CH:9]=[CH:10][CH:11]=1)[CH2:7][NH:19][CH2:20][CH2:21][CH2:22][OH:23])([O-:3])=[O:2] |f:3.4|. Procedure details: To a solution of m-nitrobenzaldehyde (94.23 mmol) and trimethylorthoformate (15.5 mL, 141 mmol) in MeOH (300 mL) is added dropwise 3-amino-1-propanol (7.21 mL, 94.23 mmol) at room temperature. The reaction is allowed to stir at room temperature for 5 hours followed by cooling to 0° C. in an ice bath. Sodium borohydride (3.56 g, 94.23 mmol) is added in two portions and when the bubbling stops the solvent is evaporated. The resulting residue is partitioned between ethyl acetate (75 mL) and water (... The reactants are COC(=O)CCCCCN, Clc1ncnc2oc(-c3ccccc3)cc12, Cl, CN(C)C=O, O. Yields the product COC(=O)CCCCCNc1ncnc2oc(-c3ccccc3)cc12. Reaction SMILES: [CH3:18][O:19][C:20]([CH2:21][CH2:22][CH2:23][CH2:24][CH2:25][NH2:26])=[O:27].[Cl:1][c:2]1[c:3]2[c:4]([n:5][cH:6][n:7]1)[o:8][c:9](-[c:11]1[cH:12][cH:13][cH:14][cH:15][cH:16]1)[cH:10]2.[ClH:17].[O:29]=[CH:30][N:31]([CH3:32])[CH3:33].[OH2:28]>>[c:2]1([NH:26][CH2:25][CH2:24][CH2:23][CH2:22][CH2:21][C:20]([O:19][CH3:18])=[O:27])[c:3]2[c:4]([n:5][cH:6][n:7]1)[o:8][c:9](-[c:11]1[cH:12][cH:13][cH:14][cH:15][cH:16]1)[cH:10]2. The reactants are BrC=1C(=C(NC)C=CC1)C (3-Bromo-N,2-dimethylaniline), C(C)(C)N(CC)C(C)C (diisopropylethylamine), ClCCl (dichloromethane), C1(CCCCC1)C(=O)Cl (Cyclohexanecarbonyl chloride). The solvent is C(C)(=O)OCC (ethyl acetate). Run at time 16 hour. Product: BrC=1C(=C(C=CC1)N(C(=O)C1CCCCC1)C)C (cyclohexanecarboxylic acid (3-bromo-2-methyl-phenyl)-methyl-amide). RXN SMILES: [Br:1][C:2]1[C:3]([CH3:10])=[C:4]([CH:7]=[CH:8][CH:9]=1)[NH:5][CH3:6].C(N(C(C)C)CC)(C)C.ClCCl.[CH:23]1([C:29](Cl)=[O:30])[CH2:28][CH2:27][CH2:26][CH2:25][CH2:24]1>C(OCC)(=O)C>[Br:1][C:2]1[C:3]([CH3:10])=[C:4]([N:5]([CH3:6])[C:29]([CH:23]2[CH2:28][CH2:27][CH2:26][CH2:25][CH2:24]2)=[O:30])[CH:7]=[CH:8][CH:9]=1. Procedure details: 3-Bromo-N,2-dimethylaniline (150 mg) and diisopropylethylamine (291 mg) were added to dichloromethane (5 mL). Cyclohexanecarbonyl chloride (115 mg) was added and the solution was stirred at room temperature for 16 hours. The solution was diluted with ethyl acetate and washed two times with 1M aqueous HCl and once with brine. The solution was dried on anhydrous sodium sulfate, filtered, and the solvent was removed to provide the title compound which was used without further purification.